From a dataset of the Open Reaction Database (ORD), a public repository of structured organic reaction records. describe an organic reaction: reactants, conditions, products, and yield Starting materials: ClCOCCCBr (3-chloromethoxy-1-bromopropane), Grignard reagent, BrC1=CC=CC=C1 (bromobenzene), [Mg] (magnesium), ice water. Solvent: CCOCC (ether), CCOCC (ether). Reaction conditions: time 16 hour. The product is C(C1=CC=CC=C1)OCCCBr (3-Benzyloxy-1-bromopropane). Yield: 92.0%. RXN SMILES: Br[C:2]1[CH:7]=[CH:6][CH:5]=[CH:4][CH:3]=1.[Mg].Cl[CH2:10][O:11][CH2:12][CH2:13][CH2:14][Br:15]>CCOCC>[CH2:10]([O:11][CH2:12][CH2:13][CH2:14][Br:15])[C:2]1[CH:7]=[CH:6][CH:5]=[CH:4][CH:3]=1. Procedure details: To the Grignard reagent prepared from bromobenzene (46.3 g., 0.294 mole) and magnesium (7.15 g., 0.294 mole) in ether (150 ml.) is added, dropwise over one hour at 0°, a solution of 3-chloromethoxy-1-bromopropane (55.0 g., 0.294 mole) in ether (50 ml.). The resulting solution is stirred at 25° for 16 hours, then heated at reflux for 1/4 hour, cooled to 0° and cautiously treated with ice water (200 ml.) with vigorous stirring. After separating the phases, the aqueous layer is extracted with ether... Starting materials: C(C)(C)(C)[Si](OC(C#C)(C)C)(C)C (3-(tert.butyldimethylsilyl)oxy-3-methyl-butyne), CN(C=O)C (N,N-dimethylformamide), O1CCCC1 (tetrahydrofuran), solution, N-butyl lithium. The solvent is CCCCCC (hexane). Reaction conditions: temperature -78 celsius. Product: C(C)(C)(C)[Si](OC(C#CC=O)(C)C)(C)C (4-(tert.butyldimethylsilyl)oxy-4-methyl-pentynal). The yield is 78.0%. RXN SMILES: [C:1]([Si:5]([CH3:13])([CH3:12])[O:6][C:7]([CH3:11])([CH3:10])[C:8]#[CH:9])([CH3:4])([CH3:3])[CH3:2].[O:14]1CCC[CH2:15]1.CN(C)C=O>CCCCCC>[C:1]([Si:5]([CH3:13])([CH3:12])[O:6][C:7]([CH3:11])([CH3:10])[C:8]#[C:9][CH:15]=[O:14])([CH3:4])([CH3:3])[CH3:2]. Reported procedure: To the solution of 10 g (50 mmol) of 3-(tert.butyldimethylsilyl)oxy-3-methyl-butyne in 25 ml. of anhydrous tetrahydrofuran cooled at -78° C. in an argon atmosphere was added dropwise over a 40 minute period 40 ml (0.64 mmol) 1.6M solution of N-butyl lithium in hexane, which was followed by addition of 31 ml (400 mmol) of N,N-dimethylformamide. The reaction mixture was stirred for an additional one-half hour at -78° C., and then quenched by addition of ice and pouring into 300 ml of brine. It was... Starting materials: NC=1C(=NC(=CC1)Cl)C=O (3-amino-6-chloro-pyridine-2-carbaldehyde), NC(=O)N (urea). Run in O (H2O). Run at temperature 180 celsius. The product is ClC=1C=CC2=NC(NC=C2N1)=O (6-chloro-3H-pyrido[3,2-d]pyrimidin-2-one). As a reaction SMILES: [NH2:1][C:2]1[C:3]([CH:9]=O)=[N:4][C:5]([Cl:8])=[CH:6][CH:7]=1.[NH2:11][C:12](N)=[O:13]>O>[Cl:8][C:5]1[CH:6]=[CH:7][C:2]2[C:3]([N:4]=1)=[CH:9][NH:11][C:12](=[O:13])[N:1]=2. Procedure details: 3-amino-6-chloro-pyridine-2-carbaldehyde (3.2 g, 13.0 mmol) is mixed thoroughly with urea (7.8 g, 130 mmol) and heated to 180° C. in the preheated oil bath for 3 h. Then the reaction mixture is suspended in H2O, the precipitate is filtered off and 6-chloro-3H-pyrido[3,2-d]pyrimidin-2-one is obtained. The reactants are C(#N)C1=NC=C(C=C1F)F (2-cyano-3,5-difluoropyridine), NC1CC(N(C(C1)(C)C)C)(C)C (4-amino-1,2,2,6,6-pentamethylpiperidine), C(C)(=O)OCC (ethyl acetate), O (water). Reagents/catalysts: C([O-])([O-])=O.[K+].[K+] (potassium carbonate). Run in CS(=O)C (dimethyl sulphoxide). Conditions: temperature 115 celsius. Product: C(#N)C1=NC=C(C=C1NC1CC(N(C(C1)(C)C)C)(C)C)F (2-cyano-5-fluoro-3-(1,2,2,6,6-pentamethylpiperidin-4-yl)aminopyridine). Isolated yield 20.5%. Reaction SMILES: [C:1]([C:3]1[C:8](F)=[CH:7][C:6]([F:10])=[CH:5][N:4]=1)#[N:2].[NH2:11][CH:12]1[CH2:17][C:16]([CH3:19])([CH3:18])[N:15]([CH3:20])[C:14]([CH3:22])([CH3:21])[CH2:13]1.O.C(OCC)(=O)C>CS(C)=O.C(=O)([O-])[O-].[K+].[K+]>[C:1]([C:3]1[C:8]([NH:11][CH:12]2[CH2:13][C:14]([CH3:21])([CH3:22])[N:15]([CH3:20])[C:16]([CH3:19])([CH3:18])[CH2:17]2)=[CH:7][C:6]([F:10])=[CH:5][N:4]=1)#[N:2] |f:5.6.7|. Procedure: 682 mg of 2-cyano-3,5-difluoropyridine, 995 mg of 4-amino-1,2,2,6,6-pentamethylpiperidine and 1.346 mg of potassium carbonate in 10 ml of dimethyl sulphoxide are introduced into a 20 ml microwave tube reactor. The mixture is then heated in the microwave for 1 hour at 115° C. The reaction medium is run into 100 ml of water and 100 ml of ethyl acetate. The aqueous phase is re-extracted twice with 50 ml of ethyl acetate. The combined organic phases are washed with water and then with a saturated aq...